Dataset: the Open Reaction Database (ORD), a public repository of structured organic reaction records. Task: describe an organic reaction: reactants, conditions, products, and yield The reactants are CNCC(OC)OC, Cc1ccccc1, CCOC(=O)Nc1cc(Cl)c(Oc2cc(Cl)cc(Cl)c2)c(Cl)c1. Product: COC(CN(C)C(=O)Nc1cc(Cl)c(Oc2cc(Cl)cc(Cl)c2)c(Cl)c1)OC. RXN SMILES: [CH3:24][O:25][CH:26]([CH2:27][NH:28][CH3:29])[O:30][CH3:31].[CH3:32][c:33]1[cH:34][cH:35][cH:36][cH:37][cH:38]1.[Cl:1][c:2]1[cH:3][c:4]([NH:18][C:19]([O:20][CH2:21][CH3:22])=[O:23])[cH:5][c:6]([Cl:17])[c:7]1[O:8][c:9]1[cH:10][c:11]([Cl:16])[cH:12][c:13]([Cl:15])[cH:14]1>>[Cl:1][c:2]1[cH:3][c:4]([NH:18][C:19](=[O:23])[N:28]([CH2:27][CH:26]([O:25][CH3:24])[O:30][CH3:31])[CH3:29])[cH:5][c:6]([Cl:17])[c:7]1[O:8][c:9]1[cH:10][c:11]([Cl:16])[cH:12][c:13]([Cl:15])[cH:14]1. Starting materials: CCO, CCn1ncc2c(N(S(=O)(=O)CCCCl)S(=O)(=O)CCCCl)cc(C(=O)OC)cc21. Yields the product CCn1ncc2c(N3CCCS3(=O)=O)cc(C(=O)OC)cc21. As a reaction SMILES: [CH3:31][CH2:32][OH:33].[Cl:1][CH2:2][CH2:3][CH2:4][S:5](=[O:6])(=[O:7])[N:8]([c:9]1[c:10]2[cH:11][n:12][n:13]([CH2:22][CH3:23])[c:14]2[cH:15][c:16]([C:18](=[O:19])[O:20][CH3:21])[cH:17]1)[S:24]([CH2:25][CH2:26][CH2:27][Cl:28])(=[O:29])=[O:30]>>[CH2:2]1[CH2:3][CH2:4][S:5](=[O:6])(=[O:7])[N:8]1[c:9]1[c:10]2[cH:11][n:12][n:13]([CH2:22][CH3:23])[c:14]2[cH:15][c:16]([C:18](=[O:19])[O:20][CH3:21])[cH:17]1. The reactants are N(=NC(=O)OCC)C(=O)OCC (diethyl azodicarboxylate), C12CCC(CC1)N2C(C(C)(C)C=2C=C1C(=C(NC1=CC2)C2=CC(=CC(=C2)C)C)[C@@H](CNS(=O)(=O)C2=C(C=C(C=C2)[N+](=O)[O-])[N+](=O)[O-])C)=O ((S)-N-{2-[5-[2-(7-azabicyclo[2.2.1]hept-7-yl)-1,1-dimethyl 2-oxo-ethyl]-2-(3,5-dimethylphenyl)-1H-indol-3-yl]-propyl}-2,4-dinitrobenzenesulfonamide), N1(CCOCC1)CCO (2-morpholin-4-yl-ethanol), C1(=CC=CC=C1)P(C1=CC=CC=C1)C1=CC=CC=C1 (triphenylphosphine). Reaction conditions: time 20 minute. The product is C12CCC(CC1)N2C(C(C)(C)C=2C=C1C(=C(NC1=CC2)C2=CC(=CC(=C2)C)C)[C@@H](CN(S(=O)(=O)C2=C(C=C(C=C2)[N+](=O)[O-])[N+](=O)[O-])CCN2CCOCC2)C)=O ((S)-N-{2-[5-[2-(7-aza-bicyclo[2.2.1]hept-7-yl)-1,1-dimethyl-2-oxo-ethyl]-2-(3,5-dimethylphenyl)-1H-indol-3-yl]-propyl}-N-(2-morpholin-4-yl-ethyl)-2,4-dinitrobenzenesulfonamide). Yield: 155.3%. As a reaction SMILES: [CH:1]12[N:7]([C:8](=[O:48])[C:9]([C:12]3[CH:13]=[C:14]4[C:18](=[CH:19][CH:20]=3)[NH:17][C:16]([C:21]3[CH:26]=[C:25]([CH3:27])[CH:24]=[C:23]([CH3:28])[CH:22]=3)=[C:15]4[C@H:29]([CH3:47])[CH2:30][NH:31][S:32]([C:35]3[CH:40]=[CH:39][C:38]([N+:41]([O-:43])=[O:42])=[CH:37][C:36]=3[N+:44]([O-:46])=[O:45])(=[O:34])=[O:33])([CH3:11])[CH3:10])[CH:4]([CH2:5][CH2:6]1)[CH2:3][CH2:2]2.[N:49]1([CH2:55][CH2:56]O)[CH2:54][CH2:53][O:52][CH2:51][CH2:50]1.C1(P(C2C=CC=CC=2)C2C=CC=CC=2)C=CC=CC=1.N(C(OCC)=O)=NC(OCC)=O>>[CH:4]12[N:7]([C:8](=[O:48])[C:9]([C:12]3[CH:13]=[C:14]4[C:18](=[CH:19][CH:20]=3)[NH:17][C:16]([C:21]3[CH:26]=[C:25]([CH3:27])[CH:24]=[C:23]([CH3:28])[CH:22]=3)=[C:15]4[C@H:29]([CH3:47])[CH2:30][N:31]([CH2:56][CH2:55][N:49]3[CH2:54][CH2:53][O:52][CH2:51][CH2:50]3)[S:32]([C:35]3[CH:40]=[CH:39][C:38]([N+:41]([O-:43])=[O:42])=[CH:37][C:36]=3[N+:44]([O-:46])=[O:45])(=[O:33])=[O:34])([CH3:10])[CH3:11])[CH:1]([CH2:2][CH2:3]1)[CH2:6][CH2:5]2. Procedure details: To a solution of (S)-N-{2-[5-[2-(7-azabicyclo[2.2.1]hept-7-yl)-1,1-dimethyl 2-oxo-ethyl]-2-(3,5-dimethylphenyl)-1H-indol-3-yl]-propyl}-2,4-dinitrobenzenesulfonamide (52.5 mg in 1.6 mL dry benzene) was added 20.3 mg 2-morpholin-4-yl-ethanol followed by 40.8 mg triphenylphosphine and 0.025 mL of diethyl azodicarboxylate added dropwise. After 20 minutes, the mixture was concentrated and the crude reaction product purified by flash chromatography on silica gel (ethyl acetate:hexane, 1:3) to give the... The reactants are O=C(O)c1ncoc1-c1cccc(F)c1, CC(F)(F)c1csc(Cn2ncc(N)n2)n1. Product: CC(F)(F)c1csc(Cn2ncc(NC(=O)c3ncoc3-c3cccc(F)c3)n2)n1. Reaction SMILES: [F:17][c:18]1[cH:19][c:20](-[c:24]2[c:25]([C:29](=[O:30])[OH:31])[n:26][cH:27][o:28]2)[cH:21][cH:22][cH:23]1.[F:1][C:2]([CH3:3])([F:4])[c:5]1[n:6][c:7]([CH2:10][n:11]2[n:12][cH:13][c:14]([NH2:16])[n:15]2)[s:8][cH:9]1>>[F:1][C:2]([CH3:3])([F:4])[c:5]1[n:6][c:7]([CH2:10][n:11]2[n:12][cH:13][c:14]([NH:16][C:29]([c:25]3[c:24](-[c:20]4[cH:19][c:18]([F:17])[cH:23][cH:22][cH:21]4)[o:28][cH:27][n:26]3)=[O:30])[n:15]2)[s:8][cH:9]1.